Task: describe an organic reaction: reactants, conditions, products, and yield. Dataset: the Open Reaction Database (ORD), a public repository of structured organic reaction records Reactants: 1c, COC(CN1C(=CC2=CC(=CC=C12)F)C)=O ((5-fluoro-2-methylindol-1-yl)acetic acid methyl ester), C1(=CC=CC=C1)S(=O)(=O)C1=C(N=CS1)C=O (5-benzenesulfonylthiazole-4-carbaldehyde). Solvent: ClCCl (dichloromethane). Yields the product COC(CN1C(=C(C2=CC(=CC=C12)F)CC=1N=CSC1S(=O)(=O)C1=CC=CC=C1)C)=O ([3-(5-benzenesulfonylthiazol-4-ylmethyl)-5-fluoro-2-methylindol-1-yl]acetic acid methyl ester). Reaction SMILES: [CH3:1][O:2][C:3](=[O:16])[CH2:4][N:5]1[C:13]2[C:8](=[CH:9][C:10]([F:14])=[CH:11][CH:12]=2)[CH:7]=[C:6]1[CH3:15].[C:17]1([S:23]([C:26]2[S:30][CH:29]=[N:28][C:27]=2[CH:31]=O)(=[O:25])=[O:24])[CH:22]=[CH:21][CH:20]=[CH:19][CH:18]=1>ClCCl>[CH3:1][O:2][C:3](=[O:16])[CH2:4][N:5]1[C:13]2[C:8](=[CH:9][C:10]([F:14])=[CH:11][CH:12]=2)[C:7]([CH2:31][C:27]2[N:28]=[CH:29][S:30][C:26]=2[S:23]([C:17]2[CH:18]=[CH:19][CH:20]=[CH:21][CH:22]=2)(=[O:24])=[O:25])=[C:6]1[CH3:15]. Procedure: The title compound was prepared by the method of Preparation 1c using (5-fluoro-2-methylindol-1-yl)acetic acid methyl ester and 5-benzenesulfonylthiazole-4-carbaldehyde in dichloromethane. The reactants are O=C1C(CCCC1)C(=O)OCC (Ethyl 2-oxocyclohexanecarboxylate), NC=1C=C2C=NNC2=CC1 (5-aminoindazole), C(O)([O-])=O.[Na+] (sodium hydrogencarbonate). Run in CO (methanol). Conditions: time 18 hour. Yields the product N1N=CC2=CC(=CC=C12)NC1C(CCCC1)C(=O)OCC (Ethyl 2-(1H-5-indazolylamino)-1-cyclohexanecarboxylate). Yield: 105.8%. As a reaction SMILES: O=[C:2]1[CH2:7][CH2:6][CH2:5][CH2:4][CH:3]1[C:8]([O:10][CH2:11][CH3:12])=[O:9].[NH2:13][C:14]1[CH:15]=[C:16]2[C:20](=[CH:21][CH:22]=1)[NH:19][N:18]=[CH:17]2.C(=O)([O-])O.[Na+]>CO>[NH:19]1[C:20]2[C:16](=[CH:15][C:14]([NH:13][CH:2]3[CH2:7][CH2:6][CH2:5][CH2:4][CH:3]3[C:8]([O:10][CH2:11][CH3:12])=[O:9])=[CH:22][CH:21]=2)[CH:17]=[N:18]1 |f:2.3|. Procedure: Ethyl 2-oxocyclohexanecarboxylate (0.85 g) and 5-aminoindazole (0.60 g) were dissolved in methanol (10 ml), and a borane-pyridine complex (0.81 ml) was added dropwise to the solution at room temperature. The reaction mixture was stirred at room temperature for 18 hr. A saturated aqueous sodium hydrogencarbonate solution (10 ml) was then added thereto, and the mixture was extracted with chloroform-propanol (3/1). The organic layer was dried over anhydrous sodium sulfate, and the solvent was remov... Reaction SMILES: [N:1]12[CH2:8][CH2:7][CH:4]([CH2:5][CH2:6]1)[C:3](=[O:9])[CH2:2]2.Cl.N12CCC(CC1)C(=O)C2.[H][H]>[OH-].[Zr+4].[OH-].[OH-].[OH-]>[OH:9][CH:3]1[CH:4]2[CH2:7][CH2:8][N:1]([CH2:6][CH2:5]2)[CH2:2]1 |f:1.2,4.5.6.7.8|. Reactants: N12CC(C(CC1)CC2)=O (quinuclidin-3-one), [H][H] (hydrogen), Cl.N12CC(C(CC1)CC2)=O (quinuclidin-3-one hydrochloride), secondary alcohol. Reported procedure: It has also been found that quinuclidin-3-one or a corresponding salt, such as, quinuclidin-3-one hydrochloride, can be reduced by means of a secondary alcohol as the hydrogen donor in the presence of amorphous, partially dehydrated zirconium hydroxide (ZrO2.xH2O) in the manner of a Meerwein-Ponndorf-Verley reduction to give a good yield of 3-hydroxyquinuclidine or the corresponding salt. If the reduction is carried out using a salt of quinuclidin-3-one, the resulting 3-hydroxyquinuclidine salt ... The product is OC1CN2CCC1CC2 (3-hydroxyquinuclidine). The reagents and catalysts are [OH-].[Zr+4].[OH-].[OH-].[OH-] (zirconium hydroxide). Starting materials: Cl (hydrochloride), ClC=1OC2=C(N1)C=CC(=C2)Cl (2,6-dichloro-benzoxazole), R-3-amino-pyrrolidine-1-carboxylic acid tert-butyl ester, tert-butyl oxy carbonyl, ClC1=CC2=C(N=C(O2)NC2CNCC2)C=C1 ((6-Chloro-benzooxazol-2-yl)-pyrrolidin-3-yl-amine). Yields the product Cl.ClC1=CC2=C(N=C(O2)N[C@H]2CNCC2)C=C1 ((6-Chloro-benzooxazol-2-yl)-(R)-pyrrolidin-3-yl-amine, hydrochloride). Reaction SMILES: [Cl:1][C:2]1[CH:16]=[CH:15][C:5]2[N:6]=[C:7]([NH:9][CH:10]3[CH2:14][CH2:13][NH:12][CH2:11]3)[O:8][C:4]=2[CH:3]=1.Cl.ClC1OC2C=C(Cl)C=CC=2N=1>>[ClH:1].[Cl:1][C:2]1[CH:16]=[CH:15][C:5]2[N:6]=[C:7]([NH:9][C@@H:10]3[CH2:14][CH2:13][NH:12][CH2:11]3)[O:8][C:4]=2[CH:3]=1 |f:3.4|. Reported procedure: In analogy to the procedure described for the synthesis of (6-Chloro-benzooxazol-2-yl)-pyrrolidin-3-yl-amine; hydrochloride (example 1, step 1) the title compound was prepared from 2,6-dichloro-benzoxazole (commercially available) and R-3-amino-pyrrolidine-1-carboxylic acid tert-butyl ester (commercially available) and subsequent cleavage of the tert-butyl oxy carbonyl protecting group under acidic conditions. (MH+) 238.0. Reactants: CC=1C(=NC(=C(C(=O)O)C1)Cl)Cl (methyl 2,6-dichloronicotinic acid), O(C1=CC=CC=C1)C1=CC=C(CCN)C=C1 (4-phenoxyphenethylamine), CN1CCNCC1 (N-methylpiperazine). The product is ClC1=C(C(=O)NCCC2=CC=C(C=C2)OC2=CC=CC=C2)C=CC(=N1)N1CCN(CC1)C (2-Chloro-6-(4-methyl-piperazin-1-yl)-N-[2-(4-phenoxy-phenyl)-ethyl]-nicotinamide). Reaction SMILES: C[C:2]1[C:3](Cl)=[N:4][C:5]([Cl:11])=[C:6]([CH:10]=1)[C:7]([OH:9])=O.[O:13]([C:20]1[CH:28]=[CH:27][C:23]([CH2:24][CH2:25][NH2:26])=[CH:22][CH:21]=1)[C:14]1[CH:19]=[CH:18][CH:17]=[CH:16][CH:15]=1.[CH3:29][N:30]1[CH2:35][CH2:34][NH:33][CH2:32][CH2:31]1>>[Cl:11][C:5]1[N:4]=[C:3]([N:33]2[CH2:34][CH2:35][N:30]([CH3:29])[CH2:31][CH2:32]2)[CH:2]=[CH:10][C:6]=1[C:7]([NH:26][CH2:25][CH2:24][C:23]1[CH:22]=[CH:21][C:20]([O:13][C:14]2[CH:15]=[CH:16][CH:17]=[CH:18][CH:19]=2)=[CH:28][CH:27]=1)=[O:9]. Procedure: In analogy to example 21 methyl 2,6-dichloronicotinic acid was coupled with 4-phenoxyphenethylamine and then reacted with N-methylpiperazine. Yellow solid. Starting materials: C(C)(C)(C)OC(=O)N1[C@H](C(=O)O)CC(C1)=O (l-(tert-butoxy-carbonyl)-4-oxoproline), ClC1=CC(=CC(=C1)N=C=O)Cl (1,3-dichloro-5-isocyanatobenzene), N=1SN=C2C1C=CC=C2N (2,1,3-benzothiadiazol-4-amine). Product: N=1SN=C2C1C=CC=C2NC(=O)[C@H]2N(CC(C2)=O)C(=O)NC2=CC(=CC(=C2)Cl)Cl ((2S)-N2-(2,1,3-benzothiadiazol-4-yl)-N1-(3,5-dichlorophenyl)-4-oxo-1,2-pyrrolidinedicarboxamide). As a reaction SMILES: C(O[C:6]([N:8]1[CH2:15][C:14](=[O:16])[CH2:13][C@H:9]1[C:10]([OH:12])=O)=[O:7])(C)(C)C.[Cl:17][C:18]1[CH:23]=[C:22]([N:24]=C=O)[CH:21]=[C:20]([Cl:27])[CH:19]=1.[N:28]1[S:29][N:30]=[C:31]2[C:36]([NH2:37])=[CH:35][CH:34]=[CH:33][C:32]=12>>[N:28]1[S:29][N:30]=[C:31]2[C:36]([NH:37][C:10]([C@@H:9]3[CH2:13][C:14](=[O:16])[CH2:15][N:8]3[C:6]([NH:24][C:22]3[CH:23]=[C:18]([Cl:17])[CH:19]=[C:20]([Cl:27])[CH:21]=3)=[O:7])=[O:12])=[CH:35][CH:34]=[CH:33][C:32]=12. Procedure details: Following the general method as outlined in Example 22, starting from l-(tert-butoxy-carbonyl)-4-oxoproline, 1,3-dichloro-5-isocyanatobenzene, and 2,1,3-benzothiadiazol-4-amine the title compound was obtained in 47% purity by LC/MS. MS(ESI+): m/z=450.6. The reactants are BrB(Br)Br, CCSc1cccc(OC)c1, ClCCl, O, OCCNCCO. The product is CCSc1cccc(O)c1. Reaction SMILES: [B:1]([Br:2])([Br:3])[Br:4].[CH2:5]([CH3:6])[S:7][c:8]1[cH:9][c:10]([O:14][CH3:15])[cH:11][cH:12][cH:13]1.[Cl:24][CH2:25][Cl:26].[OH2:23].[OH:16][CH2:17][CH2:18][NH:19][CH2:20][CH2:21][OH:22]>>[CH2:5]([CH3:6])[S:7][c:8]1[cH:9][c:10]([OH:14])[cH:11][cH:12][cH:13]1.